From a dataset of the Open Reaction Database (ORD), a public repository of structured organic reaction records. describe an organic reaction: reactants, conditions, products, and yield Reactants: C(C1=CC=CC=C1)(=O)C1=CC=C(C=C1)S(=O)(=O)N1CC2=C(CC1)OC=C2 (5-(4-benzoylphenylsulfonyl)-4,5,6,7-tetrahydrofuro[3,2-c]pyridine), CNC (dimethylamine), C=O (formaldehyde). Run in C(C)(=O)O (acetic acid). Conditions: temperature 100 celsius, time 0.5 hour. Product: CN(C)CC1=CC=2CN(CCC2O1)S(=O)(=O)C1=CC=C(C=C1)C(C1=CC=CC=C1)=O (N,N-dimethyl-[5-(4-benzoylphenylsulfonyl)-4,5,6,7-tetrahydrofuro[3,2-c]pyridin-2-ylmethyl]amine). As a reaction SMILES: [C:1]([C:9]1[CH:14]=[CH:13][C:12]([S:15]([N:18]2[CH2:23][CH2:22][C:21]3[O:24][CH:25]=[CH:26][C:20]=3[CH2:19]2)(=[O:17])=[O:16])=[CH:11][CH:10]=1)(=[O:8])[C:2]1[CH:7]=[CH:6][CH:5]=[CH:4][CH:3]=1.[CH3:27][NH:28][CH3:29].[CH2:30]=O>C(O)(=O)C>[CH3:27][N:28]([CH2:30][C:25]1[O:24][C:21]2[CH2:22][CH2:23][N:18]([S:15]([C:12]3[CH:11]=[CH:10][C:9]([C:1](=[O:8])[C:2]4[CH:3]=[CH:4][CH:5]=[CH:6][CH:7]=4)=[CH:14][CH:13]=3)(=[O:17])=[O:16])[CH2:19][C:20]=2[CH:26]=1)[CH3:29]. Procedure: To a solution of 0.210 g (0.572 mmol) of 5-(4-benzoylphenylsulfonyl)-4,5,6,7-tetrahydrofuro[3,2-c]pyridine in 10 ml of acetic acid, 77 mg (0.86 mmol) of 50% aqueous dimethylamine and 70 mg (0.86 mmol) of 37% aqueous formaldehyde were added, followed by stirring at 100° C. for 0.5 hours. After the solvent was distilled off under reduced pressure, the residual solution was alkalified with aqueous sodium hydroxide and extracted with ethyl acetate 3 times. The combined organic layer was dried over a... Starting materials: C[Si](OC=1C=CC(=NC1)C1=CC=C(C=C1)C=CCCCO)(C)C (5-trimethylsilyloxy-2-(4-[5-hydroxy-1-pentenyl]phenyl)pyridine), C (charcoal). The reagents and catalysts are [Pd] (palladium). Solvent: C(C)(=O)OCC (ethyl acetate). The product is C[Si](OC=1C=CC(=NC1)C1=CC=C(C=C1)CCCCCO)(C)C (5-trimethylsilyloxy-2-(4-[5-hydroxy-1-pentyl]phenyl)pyridine). Yield: 93.9%. Reaction SMILES: [CH3:1][Si:2]([CH3:23])([CH3:22])[O:3][C:4]1[CH:5]=[CH:6][C:7]([C:10]2[CH:15]=[CH:14][C:13]([CH:16]=[CH:17][CH2:18][CH2:19][CH2:20][OH:21])=[CH:12][CH:11]=2)=[N:8][CH:9]=1.C>[Pd].C(OCC)(=O)C>[CH3:23][Si:2]([CH3:1])([CH3:22])[O:3][C:4]1[CH:5]=[CH:6][C:7]([C:10]2[CH:15]=[CH:14][C:13]([CH2:16][CH2:17][CH2:18][CH2:19][CH2:20][OH:21])=[CH:12][CH:11]=2)=[N:8][CH:9]=1. Procedure details: 5.4 g of 5-trimethylsilyloxy-2-(4-[5-hydroxy-1-pentenyl]phenyl)pyridine, 1 g of palladium on active charcoal (10 w/w %) and 50 ml of ethyl acetate were reacted in an analogous manner to Example 1(c) to give 5.1 g of 5-trimethylsilyloxy-2-(4-[5-hydroxy-1-pentyl]phenyl)pyridine. Reactants: C1CCC(CC1)N=C=NC2CCCCC2 (DCC), N1=CC=CC=C1 (pyridine), C1CCC(CC1)N=C=NC2CCCCC2 (DCC), Cl (HCl), [N+](=O)([O-])C1=C(C=C(C(=C1)Cl)Cl)CC(=O)N([C@H]1[C@@H](CCC2=CC=C(C=C12)[N+](=O)[O-])N1CCCC1)C (2-(2-Nitro-4,5-dichlorophenyl)-N-methyl-N-[(±)-trans-2-(1-pyrrolidinyl)-7-nitro-1,2,3,4-tetrahydronaphth-1-yl]acetamide), C(=O)(OC(C)(C)C)NC1=CC=C(C=C1)CC(=O)O (N-Boc-4-aminophenylacetic acid), crude product. Run in O (H2O). Yields the product C(CCC)OC(=O)NC1=CC=C(C=C1)CC(=O)N([C@H](CN1CCCC1)C1=CC(=CC=C1)[N+](=O)[O-])C (2-(N-Butyloxycarbonyl-4-aminophenyl)-N-methyl-N-[(1S)-1-(3-nitrophenyl)-2-(1-pyrrolidinyl) ethyl]acetamide). Reaction SMILES: [CH2:1]1CCC(N=C=NC2CCCCC2)C[CH2:2]1.[N+](C1C=C(Cl)C(Cl)=CC=1C[C:28]([N:30](C)[C@@H:31]1[C:40]2[C:35](=[CH:36][CH:37]=[C:38]([N+:41]([O-:43])=[O:42])[CH:39]=2)CC[C@H:32]1[N:44]1[CH2:48][CH2:47][CH2:46][CH2:45]1)=O)([O-])=O.[C:50]([NH:57][C:58]1[CH:63]=[CH:62][C:61]([CH2:64][C:65]([OH:67])=O)=[CH:60][CH:59]=1)([O:52][C:53]([CH3:56])(C)C)=[O:51].N1C=CC=CC=1.Cl>O>[CH2:53]([O:52][C:50]([NH:57][C:58]1[CH:59]=[CH:60][C:61]([CH2:64][C:65]([N:30]([CH3:28])[C@@H:31]([C:40]2[CH:35]=[CH:36][CH:37]=[C:38]([N+:41]([O-:43])=[O:42])[CH:39]=2)[CH2:32][N:44]2[CH2:48][CH2:47][CH2:46][CH2:45]2)=[O:67])=[CH:62][CH:63]=1)=[O:51])[CH2:56][CH2:1][CH3:2]. Procedure: This compound was prepared via the general DCC/pyr coupling method from 8 (1.9948 g, 8.001 mmol), N-Boc-4-aminophenylacetic acid (3.0589 g, 12.173 mmol), DCC(2.6602 g, 12.89 mmol), and pyridine (1.04 mL, 12.9 mmol). The crude product was gravity column chromatographed eluting with CH2Cl2:2% NH3:1% MeOH before it was converted to the HCl salt with 1.0 M HCl in Et2O and crystallized from MeOH to yield 18HCl.(0.4891 g, 12%, first crop): m.p. (HCl salt) 170° C. (dec); 1H NMR (HCl salt, DMSO-d6) δ1.4... Starting materials: CC1=C(COC=2C=C(C#N)C=CC2)C(=CC=C1)C (3-(2,6-Dimethylbenzyloxy)benzonitrile), [N-]=[N+]=[N-].[Na+] (sodium azide), [Cl-].[NH4+] (ammonium chloride). Solvent: CN(C=O)C (dimethylformamide). Reaction conditions: temperature 110 celsius. The product is CC1=C(COC=2C=C(C=CC2)C2=NN=NN2)C(=CC=C1)C (5-(3-(2,6-Dimethylbenzyloxy)phenyl)-1H-tetrazole). Reaction SMILES: [CH3:1][C:2]1[CH:17]=[CH:16][CH:15]=[C:14]([CH3:18])[C:3]=1[CH2:4][O:5][C:6]1[CH:7]=[C:8]([CH:11]=[CH:12][CH:13]=1)[C:9]#[N:10].[N-:19]=[N+:20]=[N-:21].[Na+].[Cl-].[NH4+]>CN(C)C=O>[CH3:1][C:2]1[CH:17]=[CH:16][CH:15]=[C:14]([CH3:18])[C:3]=1[CH2:4][O:5][C:6]1[CH:7]=[C:8]([C:9]2[NH:21][N:20]=[N:19][N:10]=2)[CH:11]=[CH:12][CH:13]=1 |f:1.2,3.4|. Procedure details: A mixture of 3-(2,6-Dimethylbenzyloxy)benzonitrile (Step A, 3 g, 11.8 mmol), sodium azide (0.847 g, 13 mmol) and ammonium chloride (0.697 g, 13 mmol) in dry dimethylformamide (30 ml) was heated under argon at 110° C. for 14 hours or until all the starting material is consumed. Water was added to the reaction mixture to dissolve all the solids; the solution was taken in brine and extracted with ethyl acetate (2×). The combined organic layer was washed with brine, dried over Na2SO4, filtered, conc... Yield: 146.2%. Run in CO (methanol). Procedure: To a solution of 115 mg mitomycin A (0.33 mmol) in 5 ml of anhydrous methanol, 71 mg 3-aminomethylpyridine (0.66 mmol) was added and the mixture was stirred. The progress of the reaction was checked by TLC and appeared to be complete in 16 hours. The solvent was removed by evaporation under reduced pressure. The residue was chromatographed using silica-gel as adsorbent. The fraction obtained by eluting the column with a mixture of chloroform and ethyl acetate (1:1 by volume) was evaporated to gi... Starting materials: CC1=C(C(=O)C2=C(C1=O)N3C[C@H]4[C@@H]([C@@]3([C@@H]2COC(=O)N)OC)N4)OC (mitomycin A), NCC=1C=NC=CC1 (3-aminomethylpyridine). Product: C(N)(O)=O.OCC1C2(N(C=3C(C(=C(C(C13)=O)NCC=1C=NC=CC1)C)=O)CC1C2N1)OC (1,1a,2,8,8a,8b-Hexahydro-8-(hydroxymethyl)-8a-methoxy-5-methyl-6-(3-pyridylmethylamino)-azirino[2',3':3,4]pyrrolo-[1,2-a]indole-4,7-dione carbamate). Conditions: time 16 hour. RXN SMILES: [CH3:1][C:2]1[C:8](=[O:9])[C:7]2[N:10]3[C@@:14]([O:21][CH3:22])([C@H:15]([CH2:16][O:17][C:18]([NH2:20])=[O:19])[C:6]=2[C:4](=[O:5])[C:3]=1OC)[C@H:13]1[NH:23][C@H:12]1[CH2:11]3.[NH2:26][CH2:27][C:28]1[CH:29]=[N:30][CH:31]=[CH:32][CH:33]=1>CO>[C:18](=[O:17])([OH:19])[NH2:20].[OH:17][CH2:16][CH:15]1[C:6]2[C:4](=[O:5])[C:3]([NH:26][CH2:27][C:28]3[CH:29]=[N:30][CH:31]=[CH:32][CH:33]=3)=[C:2]([CH3:1])[C:8](=[O:9])[C:7]=2[N:10]2[CH2:11][CH:12]3[NH:23][CH:13]3[C:14]12[O:21][CH3:22] |f:3.4|. Reactants: CC(C)C[Al+]CC(C)C, Cc1ccccc1, [H-], C1CCOC1, O=CC=CC1OC1C#CC#CC#Cc1ccccc1. As a reaction SMILES: [CH2:2]([Al+:3][CH2:4][CH:5]([CH3:6])[CH3:7])[CH:8]([CH3:9])[CH3:10].[CH3:30][c:31]1[cH:32][cH:33][cH:34][cH:35][cH:36]1.[H-:1].[O:37]1[CH2:38][CH2:39][CH2:40][CH2:41]1.[c:11]1([C:17]#[C:18][C:19]#[C:20][C:21]#[C:22][CH:23]2[CH:24]([CH:26]=[CH:27][CH:28]=[O:29])[O:25]2)[cH:12][cH:13][cH:14][cH:15][cH:16]1>>[c:11]1([C:17]#[C:18][C:19]#[C:20][C:21]#[C:22][CH:23]2[CH:24]([CH:26]=[CH:27][CH2:28][OH:29])[O:25]2)[cH:12][cH:13][cH:14][cH:15][cH:16]1. Yields the product OCC=CC1OC1C#CC#CC#Cc1ccccc1.